From a dataset of the Open Reaction Database (ORD), a public repository of structured organic reaction records. describe an organic reaction: reactants, conditions, products, and yield Starting materials: C(C=1C(O)=CC=CC1)(=O)OC1=CC=CC=C1 (phenyl salicylate), ClC1=CC=C(N)C=C1 (4-chloroaniline). Product: ClC1=CC=C(NC(C=2C(O)=CC=CC2)=O)C=C1 (4′-chloro-salicylanilide). RXN SMILES: [C:1]([O:10]C1C=CC=CC=1)(=O)[C:2]1[C:3](=[CH:5][CH:6]=[CH:7][CH:8]=1)[OH:4].[Cl:17][C:18]1[CH:24]=[CH:23][C:21]([NH2:22])=[CH:20][CH:19]=1>>[Cl:17][C:18]1[CH:24]=[CH:23][C:21]([NH:22][C:1](=[O:10])[C:2]2[C:3](=[CH:5][CH:6]=[CH:7][CH:8]=2)[OH:4])=[CH:20][CH:19]=1. Procedure details: The 4′-chloro-salicylanilide was prepared by condensing phenyl salicylate with 4-chloroaniline then purified as described in Example 2a. Starting materials: [OH-].[Na+] (NaOH), N1(CCNCC1)C=1C=C(C#N)C=CN1 (2-piperazin-1-yl-isonicotinonitrile), C(C)(=O)O (acetic acid), CC(=O)C (acetone), C(C)(=O)O[BH-](OC(C)=O)OC(C)=O.[Na+] (sodium triacetoxyborohydride). Solvent: ClCCl (dichloromethane). Conditions: time 8 hour. The product is C(C)(C)N1CCN(CC1)C=1C=C(C#N)C=CN1 (2-(4-Isopropyl-piperazin-1-yl)-isonicotinonitrile). The yield is 53.4%. RXN SMILES: [N:1]1([C:7]2[CH:8]=[C:9]([CH:12]=[CH:13][N:14]=2)[C:10]#[N:11])[CH2:6][CH2:5][NH:4][CH2:3][CH2:2]1.C(O)(=O)C.[CH3:19][C:20]([CH3:22])=O.C(O[BH-](OC(=O)C)OC(=O)C)(=O)C.[Na+].[OH-].[Na+]>ClCCl>[CH:20]([N:4]1[CH2:3][CH2:2][N:1]([C:7]2[CH:8]=[C:9]([CH:12]=[CH:13][N:14]=2)[C:10]#[N:11])[CH2:6][CH2:5]1)([CH3:22])[CH3:19] |f:3.4,5.6|. Reported procedure: To a solution of 2-piperazin-1-yl-isonicotinonitrile (10 g, 53 mmol), glacial acetic acid (4.26 ml, 4.5 g, 74.4 mmol, 1.4 equiv) and acetone (4.29 ml, 3.39 g, 58 mmol, 1.1 equiv) in anhydrous dichloromethane was added sodium triacetoxyborohydride (13.5 g, 63.8 mmol, 1.2 equiv). The reaction was stirred overnight, then an aqueous solution of 1 N NaOH solution was added (150 ml) and the mixture was extracted once with dichloromethane, then twice with a solution of 10% methanol/dichloromethane. The... Starting materials: CC(C)(C)OC(=O)C1(C#N)CCOCC1, CO. Product: CC(C)(C)OC(=O)C1(CN)CCOCC1. As a reaction SMILES: [C:1](#[N:2])[C:3]1([C:9](=[O:10])[O:11][C:12]([CH3:13])([CH3:14])[CH3:15])[CH2:4][CH2:5][O:6][CH2:7][CH2:8]1.[CH3:16][OH:17]>>[CH2:1]([NH2:2])[C:3]1([C:9](=[O:10])[O:11][C:12]([CH3:13])([CH3:14])[CH3:15])[CH2:4][CH2:5][O:6][CH2:7][CH2:8]1. The reactants are Cc1ccccc1, Cl, FC1(F)CCNCC1, [K+], [K+], O=C([O-])[O-], CN(C)C=O, O=C1C=C(O)C(c2ccc(N3CCOCC3)cc2)N1c1ccc2[nH]cnc2c1. The product is O=C1C=C(N2CCC(F)(F)CC2)C(c2ccc(N3CCOCC3)cc2)N1c1ccc2[nH]cnc2c1. RXN SMILES: [CH3:44][c:45]1[cH:46][cH:47][cH:48][cH:49][cH:50]1.[ClH:29].[F:30][C:31]1([F:37])[CH2:32][CH2:33][NH:34][CH2:35][CH2:36]1.[K+:38].[K+:39].[O-:40][C:41]([O-:42])=[O:43].[O:51]=[CH:52][N:53]([CH3:54])[CH3:55].[nH:1]1[cH:2][n:3][c:4]2[c:5]1[cH:6][cH:7][c:8]([N:10]1[C:11](=[O:28])[CH:12]=[C:13]([OH:27])[CH:14]1[c:15]1[cH:16][cH:17][c:18]([N:21]3[CH2:22][CH2:23][O:24][CH2:25][CH2:26]3)[cH:19][cH:20]1)[cH:9]2>>[nH:1]1[cH:2][n:3][c:4]2[c:5]1[cH:6][cH:7][c:8]([N:10]1[C:11](=[O:28])[CH:12]=[C:13]([N:34]3[CH2:33][CH2:32][C:31]([F:30])([F:37])[CH2:36][CH2:35]3)[CH:14]1[c:15]1[cH:16][cH:17][c:18]([N:21]3[CH2:22][CH2:23][O:24][CH2:25][CH2:26]3)[cH:19][cH:20]1)[cH:9]2. Reactants: C1C(=CC2=CC=CC=C12)C(C(=O)O)C(C)C (2-(2-indenyl)-3-methylbutanoic acid), C([O-])(O)=O.[K+] (potassium bicarbonate), S(C)(=O)(=O)OC(C1=CC(=CC=C1)OC1=CC=CC=C1)C#N (α-cyano-m-phenoxybenzyl mesylate). Solvent: O1CCCC1.CN(C=O)C (tetrahydrofuran dimethylformamide), O1CCCC1.CN(C=O)C (tetrahydrofuran dimethylformamide), CCOCC (ether). Yields the product C1C(=CC2=CC=CC=C12)C(C(=O)OC(C1=CC(=CC=C1)OC1=CC=CC=C1)C#N)C(C)C (α-cyano-m-phenoxybenzyl 2-(2-indenyl)-3-methylbutanoate). As a reaction SMILES: [CH2:1]1[C:9]2[C:4](=[CH:5][CH:6]=[CH:7][CH:8]=2)[CH:3]=[C:2]1[CH:10]([CH:14]([CH3:16])[CH3:15])[C:11]([OH:13])=[O:12].C(=O)(O)[O-].[K+].S(O[CH:27]([C:41]#[N:42])[C:28]1[CH:33]=[CH:32][CH:31]=[C:30]([O:34][C:35]2[CH:40]=[CH:39][CH:38]=[CH:37][CH:36]=2)[CH:29]=1)(=O)(=O)C>O1CCCC1.CN(C)C=O.CCOCC>[CH2:3]1[C:4]2[C:9](=[CH:8][CH:7]=[CH:6][CH:5]=2)[CH:1]=[C:2]1[CH:10]([CH:14]([CH3:16])[CH3:15])[C:11]([O:13][CH:27]([C:41]#[N:42])[C:28]1[CH:33]=[CH:32][CH:31]=[C:30]([O:34][C:35]2[CH:36]=[CH:37][CH:38]=[CH:39][CH:40]=2)[CH:29]=1)=[O:12] |f:1.2,4.5|. Reported procedure: A mixture of 2-(2-indenyl)-3-methylbutanoic acid (3.4 mmol), potassium bicarbonate (3.4 mmol) in 10 ml of tetrahydrofuran/dimethylformamide (1/1) is stirred for a few minutes and then α-cyano-m-phenoxybenzyl mesylate (3.4 mmol) in 5 ml of tetrahydrofuran/dimethylformamide (1/1) is added. The reaction is worked up by diluting with ether, washing with water and sat. NaCl, drying and evaporating under vacuum to remove solvent to yield α-cyano-m-phenoxybenzyl 2-(2-indenyl)-3-methylbutanoate. The reactants are ClC1=C(C=C(C=C1)N1C(C2=C(C1=O)CCCC2)=O)C=C(C=C=O)Cl (N-[4-chloro-3-(2-chloro-carbonylprop-1-en-1-yl)-phenyl]-3,4,5,6-tetrahydrophthalimide), C(CC)N (n-propylamine). The solvent is C(C)(=O)OCC (ethyl acetate), C(C)(=O)OCC (ethyl acetate). Conditions: temperature 20 celsius, time 3 hour. Yields the product C(CC)NC(C1=C(C(=O)NC2=CC(=C(C=C2)Cl)C=C(C)C(NCCC)=O)CCCC1)=O (N-n-Propyl-N'-[4-chloro-3-(2-n-propylcarbamoylprop-1-en-1-yl)-phenyl]-3,4,5,6-tetrahydrophthalamide). Reaction SMILES: [Cl:1][C:2]1[CH:7]=[CH:6][C:5]([N:8]2[C:12](=[O:13])[C:11]3[CH2:14][CH2:15][CH2:16][CH2:17][C:10]=3[C:9]2=[O:18])=[CH:4][C:3]=1[CH:19]=[C:20](Cl)[CH:21]=C=O.[CH2:25]([NH2:28])[CH2:26][CH3:27]>C(OCC)(=O)C>[CH2:25]([NH:28][C:12](=[O:13])[C:11]1[CH2:14][CH2:15][CH2:16][CH2:17][C:10]=1[C:9]([NH:8][C:5]1[CH:6]=[CH:7][C:2]([Cl:1])=[C:3]([CH:19]=[C:20]([C:9](=[O:18])[NH:8][CH2:5][CH2:4][CH3:3])[CH3:21])[CH:4]=1)=[O:18])[CH2:26][CH3:27]. Procedure: A solution of 10.9 g of N-[4-chloro-3-(2-chloro-carbonylprop-1-en-1-yl)-phenyl]-3,4,5,6-tetrahydrophthalimide in 200 ml of ethyl acetate was added dropwise to a solution of 5.9 g of n-propylamine in about 150 ml of ethyl acetate while cooling with ice. The mixture was stirred for 3 hours at about 20° C., after which the solid formed was separated off, washed twice with 5% by weight aqueous hydrochloric acid and then once with petroleum ether and then dried under reduced pressure at 40° C. The cr... Starting materials: FCC(CC=C)NC(=O)OC(C)(C)C (1-Fluoro-2-tert-butoxycarbonylamino-4-pentene), C(C)(=O)O (acetic acid), [Mn](=O)(=O)(=O)[O-].[K+] (potassium permanganate). The solvent is O (water). Conditions: time 8 hour. Yields the product FCC(CC(=O)O)NC(=O)OC(C)(C)C (4-fluoro-3-tert-butoxycarbonylamino-1-butanoic acid). Reaction SMILES: [F:1][CH2:2][CH:3]([NH:7][C:8]([O:10][C:11]([CH3:14])([CH3:13])[CH3:12])=[O:9])CC=C.[Mn]([O-])(=O)(=O)=O.[K+].[C:21]([OH:24])(=[O:23])[CH3:22]>O>[F:1][CH2:2][CH:3]([NH:7][C:8]([O:10][C:11]([CH3:14])([CH3:13])[CH3:12])=[O:9])[CH2:22][C:21]([OH:24])=[O:23] |f:1.2|. Reported procedure: 1-Fluoro-2-tert-butoxycarbonylamino-4-pentene (1.02 g, 5 mmoles), dissolved in glacial acetic acid (15 ml), is added to potassium permanganate (2.37 g, 15 mmoles) in water (75 ml), and kept overnight at room temperature. After destroying the excess of permanganate with 10% sodium bisulfite solution and saturating with sodium chloride, the mixture is extracted twice with ether. Evaporation gives 4-fluoro-3-tert-butoxycarbonylamino-1-butanoic acid (776 mg) as a white solid which on recrystallizati...